From a dataset of the Open Reaction Database (ORD), a public repository of structured organic reaction records. describe an organic reaction: reactants, conditions, products, and yield Reactants: [C@@H](C)(CC)NC=1C(=NC2=CC=C(C=C2N1)C(=O)OC)C=1OC2=C(C1)C=C(C=C2)F ((R)-methyl 3-(sec-butylamino)-2-(5-fluorobenzofuran-2-yl)quinoxaline-6-carboxylate), [H-].[Na+] (NaH), CI (CH3I). Run in C1CCOC1 (THF). Conditions: time 8 hour. The product is [C@@H](C)(CC)N(C=1C(=NC2=CC=C(C=C2N1)C(=O)O)C=1OC2=C(C1)C=C(C=C2)F)C ((R)-3-(sec-butyl(methyl)amino)-2-(5-fluorobenzofuran-2-yl)quinoxaline-6-carboxylic acid). Isolated yield 19.3%. As a reaction SMILES: [C@H:1]([NH:5][C:6]1[C:7]([C:20]2[O:21][C:22]3[CH:28]=[CH:27][C:26]([F:29])=[CH:25][C:23]=3[CH:24]=2)=[N:8][C:9]2[C:14]([N:15]=1)=[CH:13][C:12]([C:16]([O:18]C)=[O:17])=[CH:11][CH:10]=2)([CH2:3][CH3:4])[CH3:2].[H-].[Na+].[CH3:32]I>C1COCC1>[C@H:1]([N:5]([CH3:32])[C:6]1[C:7]([C:20]2[O:21][C:22]3[CH:28]=[CH:27][C:26]([F:29])=[CH:25][C:23]=3[CH:24]=2)=[N:8][C:9]2[C:14]([N:15]=1)=[CH:13][C:12]([C:16]([OH:18])=[O:17])=[CH:11][CH:10]=2)([CH2:3][CH3:4])[CH3:2] |f:1.2|. Procedure: To a solution of (R)-methyl 3-(sec-butylamino)-2-(5-fluorobenzofuran-2-yl)quinoxaline-6-carboxylate (100 mg, 0.33 mmol) in THF (20 mL) was added NaH (90 mg, 2.24 mmol) and CH3I (159 mg, 1.12 mmol). The resulting solution was stirred overnight at room temperature and concentrated in vacuo. The residue was dissolved in water (10 mL) and adjusted to pH 5 with hydrochloric acid (1N). The resulting solution was extracted with dichloromethane (3×10 mL), dried over anhydrous sodium sulfate and then con... The reactants are c1ccc(CNc2ccccc2)cc1, COc1cccc(P(=O)(Cl)Cl)c1. Yields the product COc1cccc(P2(=O)c3ccccc3CN2c2ccccc2)c1. RXN SMILES: [CH2:1]([c:2]1[cH:3][cH:4][cH:5][cH:6][cH:7]1)[NH:8][c:9]1[cH:10][cH:11][cH:12][cH:13][cH:14]1.[CH3:15][O:16][c:17]1[cH:18][c:19]([P:23](=[O:24])([Cl:25])[Cl:26])[cH:20][cH:21][cH:22]1>>[CH2:1]1[c:2]2[c:3]([cH:4][cH:5][cH:6][cH:7]2)[P:23]([c:19]2[cH:18][c:17]([O:16][CH3:15])[cH:22][cH:21][cH:20]2)(=[O:24])[N:8]1[c:9]1[cH:10][cH:11][cH:12][cH:13][cH:14]1. Reactants: C(=O)(O)C1=C(C=CC=C1)C1=NC2=CC=C(C=C2C(=C1)C(=O)O)C (2-(2-carboxyphenyl)-6-methyl-4-quinolinecarboxylic acid), O (water), C([O-])([O-])=O.[Na+].[Na+] (sodium carbonate). Run in CN(C(C)=O)C (N,N-dimethylacetamide). Conditions: temperature 180 celsius. The product is CC=1C=C2C=CC(=NC2=CC1)C1=C(C(=O)O)C=CC=C1 (2-(6-methylquinolin-2-yl)benzoic acid). The yield is 35.0%. Reaction SMILES: [C:1]([C:4]1[CH:9]=[CH:8][CH:7]=[CH:6][C:5]=1[C:10]1[CH:19]=[C:18](C(O)=O)[C:17]2[C:12](=[CH:13][CH:14]=[C:15]([CH3:23])[CH:16]=2)[N:11]=1)([OH:3])=[O:2].O.C(=O)([O-])[O-].[Na+].[Na+]>CN(C)C(=O)C>[CH3:23][C:15]1[CH:16]=[C:17]2[C:12](=[CH:13][CH:14]=1)[N:11]=[C:10]([C:5]1[CH:6]=[CH:7][CH:8]=[CH:9][C:4]=1[C:1]([OH:3])=[O:2])[CH:19]=[CH:18]2 |f:2.3.4|. Procedure: In 1 ml of N,N-dimethylacetamide was dissolved 0.2 g of the 2-(2-carboxyphenyl)-6-methyl-4-quinolinecarboxylic acid obtained in Example 2 and heated at 180° C. for 1 hour. Then the reaction mixture was poured into water, made alkaline by adding sodium carbonate and washed with dichloromethane. The aqueous layer was neutralized with 3M hydrochloric acid until a precipitate was formed. After extracting with dichloromethane, 60 mg of 2-(6-methylquinolin-2-yl)benzoic acid was obtained. NMR (270 MHz,...